From a dataset of the Open Reaction Database (ORD), a public repository of structured organic reaction records. describe an organic reaction: reactants, conditions, products, and yield Reactants: COCC=1N=COC1 (4-methoxymethyl-oxazole), C(C)OC(N(CC1=CC=CC=C1)C1=C(C(=NC(=C1)Br)N)[N+](=O)[O-])=O ((2-amino-6-bromo-3-nitro-pyridin-4-yl)-benzyl-carbamic acid ethyl ester). Reagents/catalysts: [Cl-].[Cl-].C1(=CC=CC=C1)P(C1=CC=CC=C1)C1=CC=CC=C1.C1(=CC=CC=C1)P(C1=CC=CC=C1)C1=CC=CC=C1.[Pd+2] (palladium bis(triphenylphosphine)dichloride). Yields the product C(C)OC(N(CC1=CC=CC=C1)C1=C(C(=NC(=C1)C=1OC=C(N1)COC)N)[N+](=O)[O-])=O ([2-Amino-6-(4-methoxymethyl-oxazol-2-yl)-3-nitro-pyridin-4-yl]-benzyl-carbamic acid ethyl ester), product. Reaction SMILES: [CH3:1][O:2][CH2:3][C:4]1[N:5]=[CH:6][O:7][CH:8]=1.[CH2:9]([O:11][C:12](=[O:32])[N:13]([C:21]1[CH:26]=[C:25](Br)[N:24]=[C:23]([NH2:28])[C:22]=1[N+:29]([O-:31])=[O:30])[CH2:14][C:15]1[CH:20]=[CH:19][CH:18]=[CH:17][CH:16]=1)[CH3:10]>[Cl-].[Cl-].C1(P(C2C=CC=CC=2)C2C=CC=CC=2)C=CC=CC=1.C1(P(C2C=CC=CC=2)C2C=CC=CC=2)C=CC=CC=1.[Pd+2]>[CH2:9]([O:11][C:12](=[O:32])[N:13]([C:21]1[CH:26]=[C:25]([C:6]2[O:7][CH:8]=[C:4]([CH2:3][O:2][CH3:1])[N:5]=2)[N:24]=[C:23]([NH2:28])[C:22]=1[N+:29]([O-:31])=[O:30])[CH2:14][C:15]1[CH:16]=[CH:17][CH:18]=[CH:19][CH:20]=1)[CH3:10] |f:2.3.4.5.6|. Procedure details: The title compound was prepared following the example in preparation 70, using 4-methoxymethyl-oxazole (114 mg), (2-amino-6-bromo-3-nitro-pyridin-4-yl)-benzyl-carbamic acid ethyl ester (200 mg) and palladium bis(triphenylphosphine)dichloride (71 mg), giving the product (160 mg) as a yellow gum. Starting materials: NC1=CC=CC=C1 (aniline), 3A, C(C1=CC=CC=C1)(=O)Cl (benzoyl chloride). Run in ClCCl (dichloromethane). Product: C(C1=CC=CC=C1)(=O)NC1=CC=CC=C1 (benzanilide). Yield: 73.4%. As a reaction SMILES: [NH2:1][C:2]1[CH:7]=[CH:6][CH:5]=[CH:4][CH:3]=1.[C:8](Cl)(=[O:15])[C:9]1[CH:14]=[CH:13][CH:12]=[CH:11][CH:10]=1>ClCCl>[C:8]([NH:1][C:2]1[CH:7]=[CH:6][CH:5]=[CH:4][CH:3]=1)(=[O:15])[C:9]1[CH:14]=[CH:13][CH:12]=[CH:11][CH:10]=1. Procedure: Benzanilide is prepared by the method of Example 5 using 5.0 mls (0.05 mole) of aniline, 7.5 grams of 3A molecular sieves and 7.48 mls (0.064 mole) of benzoyl chloride in 100 mls of dichloromethane. The separated 3A sieves (16.37 g) are extracted with 200 mls of hot 3A alcohol, and the alcohol extract is evaporated to dryness to obtain 7.24 grams (68% of theoretical) of crude benzanilide; m.p. 161°-163° C. after recrystallization from 3A alcohol. Dichloromethane filtrates from above reaction are... The reactants are Clc1ccnc(Cl)n1, [H-], [Na+], C1CCOC1, OCC1(CO)CCC1. Yields the product OCC1(COc2ccnc(Cl)n2)CCC1. RXN SMILES: [Cl:11][c:12]1[n:13][cH:14][cH:15][c:16]([Cl:18])[n:17]1.[H-:9].[Na+:10].[O:19]1[CH2:20][CH2:21][CH2:22][CH2:23]1.[OH:1][CH2:2][C:3]1([CH2:7][OH:8])[CH2:4][CH2:5][CH2:6]1>>[O:1]([CH2:2][C:3]1([CH2:7][OH:8])[CH2:4][CH2:5][CH2:6]1)[c:16]1[cH:15][cH:14][n:13][c:12]([Cl:11])[n:17]1. Reactants: [BH4-], O=C(CBr)c1ccc(OCc2ccccc2)c(F)c1, CO, [Na+], [Na+], C1COCCO1, [OH-], O. Yields the product Fc1cc(C2CO2)ccc1OCc1ccccc1. As a reaction SMILES: [BH4-:1].[Br:3][CH2:4][C:5](=[O:6])[c:7]1[cH:8][c:9]([F:21])[c:10]([O:13][CH2:14][c:15]2[cH:16][cH:17][cH:18][cH:19][cH:20]2)[cH:11][cH:12]1.[CH3:30][OH:31].[Na+:23].[Na+:2].[O:24]1[CH2:25][CH2:26][O:27][CH2:28][CH2:29]1.[OH-:22].[OH2:32]>>[CH2:4]1[CH:5]([c:7]2[cH:8][c:9]([F:21])[c:10]([O:13][CH2:14][c:15]3[cH:16][cH:17][cH:18][cH:19][cH:20]3)[cH:11][cH:12]2)[O:6]1. Starting materials: O=C1Nc2ccc(S(=O)(=O)N3CCCC3COc3ccccc3)cc2C1=O, CC(C)(C)OC(=O)N1CCC1COc1ccccc1. Yields the product O=C1Nc2ccc(S(=O)(=O)N3CCC3COc3ccccc3)cc2C1=O. RXN SMILES: [O:1]([c:2]1[cH:3][cH:4][cH:5][cH:6][cH:7]1)[CH2:8][CH:9]1[N:10]([S:14](=[O:15])(=[O:16])[c:17]2[cH:18][c:19]3[c:23]([cH:24][cH:25]2)[NH:22][C:21](=[O:26])[C:20]3=[O:27])[CH2:11][CH2:12][CH2:13]1.[O:28]([CH2:29][CH:30]1[CH2:31][CH2:32][N:33]1[C:34]([O:35][C:36]([CH3:37])([CH3:38])[CH3:39])=[O:40])[c:41]1[cH:42][cH:43][cH:44][cH:45][cH:46]1>>[O:1]([c:2]1[cH:3][cH:4][cH:5][cH:6][cH:7]1)[CH2:8][CH:9]1[N:10]([S:14](=[O:15])(=[O:16])[c:17]2[cH:18][c:19]3[c:23]([cH:24][cH:25]2)[NH:22][C:21](=[O:26])[C:20]3=[O:27])[CH2:11][CH2:12]1.